Task: describe an organic reaction: reactants, conditions, products, and yield. Dataset: the Open Reaction Database (ORD), a public repository of structured organic reaction records Reactants: [BH4-], CO, [Na+], CCCCCC(=O)CCCCc1ccc(O)c(O)c1. Yields the product CCCCCC(O)CCCCc1ccc(O)c(O)c1. RXN SMILES: [BH4-:20].[CH3:22][OH:23].[Na+:21].[OH:1][c:2]1[cH:3][c:4]([CH2:9][CH2:10][CH2:11][CH2:12][C:13]([CH2:14][CH2:15][CH2:16][CH2:17][CH3:18])=[O:19])[cH:5][cH:6][c:7]1[OH:8]>>[OH:1][c:2]1[cH:3][c:4]([CH2:9][CH2:10][CH2:11][CH2:12][CH:13]([CH2:14][CH2:15][CH2:16][CH2:17][CH3:18])[OH:19])[cH:5][cH:6][c:7]1[OH:8]. The reactants are ICCN1C(=NC=C1)[N+](=O)[O-] (1-(2-iodoethyl)-2-nitroimidazole), C[O-].[Na+] (sodium methylate). The solvent is CO (methanol). The product is [N+](=O)([O-])C=1N(C=CN1)C=C (2-nitro-1-vinyl-imidazole). The yield is 91.5%. Reaction SMILES: I[CH2:2][CH2:3][N:4]1[CH:8]=[CH:7][N:6]=[C:5]1[N+:9]([O-:11])=[O:10].C[O-].[Na+]>CO>[N+:9]([C:5]1[N:4]([CH:3]=[CH2:2])[CH:8]=[CH:7][N:6]=1)([O-:11])=[O:10] |f:1.2|. Reported procedure: 206 g of 1-(2-iodoethyl)-2-nitroimidazole were boiled under reflux for 1 hour in a solution of 41 g of sodium methylate in 2 liters of methanol. The solution was evaporated under reduced pressure and the residue was taken up with 2 liters of ethyl acetate and 1 liter of water. The organic phase was washed twice with 0.5 liters of 10% sodium chloride solution each time and evaporated to dryness. After recrystallization from diisopropyl ether, the residue yielded 98.2 g of 2-nitro-1-vinyl-imidazol... Isolated yield 81.2%. Reaction SMILES: C[O:2][C:3]([C:5]1[C:9]2[CH:10]=[CH:11][CH:12]=[CH:13][C:8]=2[O:7][CH:6]=1)=O.CC(C[AlH]CC(C)C)C>ClCCl.CCCCCC>[OH:2][CH2:3][C:5]1[C:9]2[CH:10]=[CH:11][CH:12]=[CH:13][C:8]=2[O:7][CH:6]=1. Reported procedure: To a stirring solution of 650 mg (3.69 mmol) of Benzofuran-3-carboxylic acid methyl ester, prepared as in Intermediate 18, in 25 mL dichloromethane at -78° C. is added dropwise over 5 min a solution of 9.22 mL (9.22 mmol, 2.5 equiv) of a 1.0M solution of DIBAL-H in hexane. The resulting solution is allowed to slowly warm to RT over a 4 h period then quenched by careful addition of 5 mL of H2O. The reaction mixture is poured into 100 mL of EtOAc and extracted with 1N HCl (1×100 mL), dried (MgSO4)... The product is OCC1=COC2=C1C=CC=C2 (3-Hydroxymethylbenzofuran). Starting materials: COC(=O)C1=COC2=C1C=CC=C2 (Benzofuran-3-carboxylic acid methyl ester), Intermediate 18, solution, CC(C)C[AlH]CC(C)C (DIBAL-H). Solvent: ClCCl (dichloromethane), CCCCCC (hexane). Reactants: CO, CCOC(=O)c1sc(-c2ccc(NC(=O)c3nc(Cl)c(CC)[nH]3)cc2)nc1C, ClCCl, [Li+], [OH-]. The product is CCc1[nH]c(C(=O)Nc2ccc(-c3nc(C)c(C(=O)O)s3)cc2)nc1Cl. As a reaction SMILES: [CH3:31][OH:32].[Cl:1][c:2]1[n:3][c:4]([C:9](=[O:10])[NH:11][c:12]2[cH:13][cH:14][c:15](-[c:18]3[s:19][c:20]([C:24](=[O:25])[O:26][CH2:27][CH3:28])[c:21]([CH3:23])[n:22]3)[cH:16][cH:17]2)[nH:5][c:6]1[CH2:7][CH3:8].[Cl:33][CH2:34][Cl:35].[Li+:29].[OH-:30]>>[Cl:1][c:2]1[n:3][c:4]([C:9](=[O:10])[NH:11][c:12]2[cH:13][cH:14][c:15](-[c:18]3[s:19][c:20]([C:24](=[O:25])[OH:26])[c:21]([CH3:23])[n:22]3)[cH:16][cH:17]2)[nH:5][c:6]1[CH2:7][CH3:8]. The reactants are C(CSSCCS(=O)(=O)O)S(=O)(=O)O (2,2′-dithiobis ethane sulfonic acid), CC(=O)C (Acetone), N[C@@H](CCCNC(N)=N)C(=O)O (L-Arginine), N[C@@H](CCCNC(N)=N)C(=O)O (L-arginine). The yield is 97.0%. The product is C(CSSCCS(=O)(=O)O)S(=O)(=O)O.N[C@@H](CCCNC(N)=N)C(=O)O.N[C@@H](CCCNC(N)=N)C(=O)O (di-(L-arginine) 2,2′-Dithiobis Ethane Sulfonate). Procedure: A solution of 2,2′-dithiobis ethane sulfonic acid (2.5 g, containing 9% water, 8.1 mmol) in water (1.0 mL) was titrated with L-Arginine (98% purity, Aldrich) aqueous solution until the pH of the reaction solution was adjusted to 7.0. Overall 2.80 g of L-arginine was used. Acetone was added to precipitate the product. The product in aqueous solution was dried under high vacuum to remove as much water as possible. The residue was resuspended in ethanol (30 mL). The white precipitate was isolated b... Run in O (water). RXN SMILES: [CH2:1]([S:11]([OH:14])(=[O:13])=[O:12])[CH2:2][S:3][S:4][CH2:5][CH2:6][S:7]([OH:10])(=[O:9])=[O:8].[NH2:15][C@H:16]([C:24]([OH:26])=[O:25])[CH2:17][CH2:18][CH2:19][NH:20][C:21](=[NH:23])[NH2:22].CC(C)=O>O>[CH2:1]([S:11]([OH:14])(=[O:13])=[O:12])[CH2:2][S:3][S:4][CH2:5][CH2:6][S:7]([OH:10])(=[O:8])=[O:9].[NH2:15][C@H:16]([C:24]([OH:26])=[O:25])[CH2:17][CH2:18][CH2:19][NH:20][C:21](=[NH:22])[NH2:23].[NH2:15][C@H:16]([C:24]([OH:26])=[O:25])[CH2:17][CH2:18][CH2:19][NH:20][C:21](=[NH:22])[NH2:23] |f:4.5.6|. The reactants are CS(=O)(=O)OCCC1=CC=C(C=C1)NC1=NC=2C3=C(C(CC2C=N1)C1=CC=C(C=C1)Cl)C=CC=C3 (4-(6-(4-chlorophenyl)-5,6-dihydrobenzo[h]quinazolin-2-ylamino)phenethyl methanesulfonate), CNCCCC (N-methylbutan-1-amine). Product: Cl.C(CCC)N(CCC1=CC=C(C=C1)NC1=NC=2C3=C(C(CC2C=N1)C1=CC=C(C=C1)Cl)C=CC=C3)C (N-(4-(2-(butyl(methyl)amino)ethyl)phenyl)-6-(4-chlorophenyl)-5,6-dihydrobenzo[h]quinazolin-2-amine hydrochloride). RXN SMILES: CS(O[CH2:6][CH2:7][C:8]1[CH:13]=[CH:12][C:11]([NH:14][C:15]2[N:24]=[CH:23][C:22]3[CH2:21][CH:20]([C:25]4[CH:30]=[CH:29][C:28]([Cl:31])=[CH:27][CH:26]=4)[C:19]4[CH:32]=[CH:33][CH:34]=[CH:35][C:18]=4[C:17]=3[N:16]=2)=[CH:10][CH:9]=1)(=O)=O.[CH3:36][NH:37][CH2:38][CH2:39][CH2:40][CH3:41]>>[ClH:31].[CH2:38]([N:37]([CH3:36])[CH2:6][CH2:7][C:8]1[CH:13]=[CH:12][C:11]([NH:14][C:15]2[N:24]=[CH:23][C:22]3[CH2:21][CH:20]([C:25]4[CH:30]=[CH:29][C:28]([Cl:31])=[CH:27][CH:26]=4)[C:19]4[CH:32]=[CH:33][CH:34]=[CH:35][C:18]=4[C:17]=3[N:16]=2)=[CH:10][CH:9]=1)[CH2:39][CH2:40][CH3:41] |f:2.3|. Reported procedure: This product was synthesized as described in general procedure 2 except 4-(6-(4-chlorophenyl)-5,6-dihydrobenzo[h]quinazolin-2-ylamino)phenethyl methanesulfonate was used instead of 4-(6-(3-bromophenyl)-5,6-dihydrobenzo[h]quinazolin-2-ylamino)phenethyl methanesulfonate and N-methylbutan-1-amine was used instead of piperidine to afford N-(4-(2-(butyl(methyl)amino)ethyl)phenyl)-6-(4-chlorophenyl)-5,6-dihydrobenzo[h]quinazolin-2-amine hydrochloride. M.p.=145-150° C. 1H NMR 400 MHz (DMSO) δ 10.33 (bs...